This data is from the Open Reaction Database (ORD), a public repository of structured organic reaction records. The task is: describe an organic reaction: reactants, conditions, products, and yield The reactants are FC1=C(OC2=CC(=NC=N2)N)C=CC(=C1)[N+](=O)[O-] (6-(2-fluoro-4-nitrophenoxy)pyrimidin-4-amine), O(C(=O)OC(C)(C)C)C(=O)OC(C)(C)C (BOC2O). The reagents and catalysts are CN(C)C=1C=CN=CC1 (DMAP). The solvent is C1CCOC1 (THF). Reaction conditions: time 1 hour. Yields the product FC1=C(OC2=CC(=NC=N2)NC(OC(C)(C)C)=O)C=CC(=C1)[N+](=O)[O-] (tert-butyl 6-(2-fluoro-4-nitrophenoxy)pyrimidin-4-ylcarbamate). Isolated yield 26.2%. RXN SMILES: [F:1][C:2]1[CH:15]=[C:14]([N+:16]([O-:18])=[O:17])[CH:13]=[CH:12][C:3]=1[O:4][C:5]1[N:10]=[CH:9][N:8]=[C:7]([NH2:11])[CH:6]=1.[O:19](C(OC(C)(C)C)=O)[C:20]([O:22][C:23]([CH3:26])([CH3:25])[CH3:24])=O>CN(C1C=CN=CC=1)C.C1COCC1>[F:1][C:2]1[CH:15]=[C:14]([N+:16]([O-:18])=[O:17])[CH:13]=[CH:12][C:3]=1[O:4][C:5]1[N:10]=[CH:9][N:8]=[C:7]([NH:11][C:20](=[O:19])[O:22][C:23]([CH3:26])([CH3:25])[CH3:24])[CH:6]=1. Procedure details: A mixture of 6-(2-fluoro-4-nitrophenoxy)pyrimidin-4-amine (439 mg, 1.2 mmol), BOC2O (261 mg, 1.2 mmol), DMAP (10 mg), and THF (10 mL) was stirred at RT for 1 h then concentrated in vacuo to give the crude product. The product was purified by flash chromatography using 1-2% MeOH in CH2Cl2 as the eluent to give tert-butyl 6-(2-fluoro-4-nitrophenoxy)pyrimidin-4-ylcarbamate as a white solid (110 mg, 26%). 1H NMR (DMSO-d6) δ 10.59 (s, 1H), 8.39 (dd, 1H, J=8.8, 1.1 Hz), 8.32 (dd, 1H, J=10.3, 2.4 Hz), ... The reactants are NCC[C@@H]1C[C@@H](OC(O1)(C)C)CC(=O)OC(C)(C)C ((4R-cis)-1,1-dimethylethyl 6-(2-aminoethyl)-2,2-dimethyl-1,3-dioxane-4-acetate), FC1=CC=C(C=C1)C(C(C(C(=O)NC1=CC=CC=C1)C(C(C)C)=O)C1=CC=CC=C1)=O ((±)-4-fluoro-α-[2-methyl-1-oxopropyl]-γ-oxo-N,β-diphenylbenzenebutaneamide), CC(C)O (2-propanol). The solvent is CCCCCCC.C1(=CC=CC=C1)C (heptane toluene). Run at temperature 25 celsius. Yields the product FC1=CC=C(C=C1)C=1N(C(=C(C1C1=CC=CC=C1)C(=O)NC1=CC=CC=C1)C(C)C)CC[C@@H]1C[C@@H](OC(O1)(C)C)CC(=O)OC(C)(C)C ((4R-cis)-1,1-dimethylethyl 6-[2[2-(4-fluorophenyl)-5-(1-methylethyl)-3-phenyl-4-[(phenylamino)carbonyl]-1H -pyrrol-1-yl]ethyl]-2,2-dimethyl-1,3-dioxane-4-acetate). RXN SMILES: [NH2:1][CH2:2][CH2:3][C@H:4]1[O:9][C:8]([CH3:11])([CH3:10])[O:7][C@@H:6]([CH2:12][C:13]([O:15][C:16]([CH3:19])([CH3:18])[CH3:17])=[O:14])[CH2:5]1.[F:20][C:21]1[CH:26]=[CH:25][C:24]([C:27](=O)[CH:28]([C:44]2[CH:49]=[CH:48][CH:47]=[CH:46][CH:45]=2)[CH:29]([C:39](=O)[CH:40]([CH3:42])[CH3:41])[C:30]([NH:32][C:33]2[CH:38]=[CH:37][CH:36]=[CH:35][CH:34]=2)=[O:31])=[CH:23][CH:22]=1.CC(O)C>CCCCCCC.C1(C)C=CC=CC=1>[F:20][C:21]1[CH:22]=[CH:23][C:24]([C:27]2[N:1]([CH2:2][CH2:3][C@H:4]3[O:9][C:8]([CH3:11])([CH3:10])[O:7][C@@H:6]([CH2:12][C:13]([O:15][C:16]([CH3:19])([CH3:18])[CH3:17])=[O:14])[CH2:5]3)[C:39]([CH:40]([CH3:42])[CH3:41])=[C:29]([C:30]([NH:32][C:33]3[CH:34]=[CH:35][CH:36]=[CH:37][CH:38]=3)=[O:31])[C:28]=2[C:44]2[CH:49]=[CH:48][CH:47]=[CH:46][CH:45]=2)=[CH:25][CH:26]=1 |f:3.4|. Procedure details: A solution of (4R-cis)-1,1-dimethylethyl 6-(2-aminoethyl)-2,2-dimethyl-1,3-dioxane-4-acetate, 1.36 g (4.97 mol), and (±)-4-fluoro-α-[2-methyl-1-oxopropyl]-γ-oxo-N,β-diphenylbenzenebutaneamide mixture of [R-(R*,R*)], [R-(R*,S*)], [S-(R*,R*)] and [S-R*,S*)] isomers, 1.60 g (3.83 mol), in 50 mL of heptane:toluene (9:1) is heated at reflux for 24 hours. The solution is cooled slightly and 15 mL of 2-propanol added. The mixture is allowed to cool to 25° C. and filtered to give 1.86 g of (4R-cis)-1,1-... Starting materials: COC(C(C1=CC(=CC(=C1)OCCCCCCCCCC)OCCCCCCCCCC)=O)=O (3,5-bis(decyloxy)-alpha-oxobenzeneacetic acid methyl ester), [OH-].[Na+] (NaOH). Solvent: CO (methanol). The product is C(CCCCCCCCC)OC=1C=C(C=C(C1)OCCCCCCCCCC)C(C(=O)O)=O (3,5-bis(decyloxy)-alpha-oxobenzeneacetic acid). The yield is 96.7%. RXN SMILES: C[O:2][C:3](=[O:34])[C:4](=[O:33])[C:5]1[CH:10]=[C:9]([O:11][CH2:12][CH2:13][CH2:14][CH2:15][CH2:16][CH2:17][CH2:18][CH2:19][CH2:20][CH3:21])[CH:8]=[C:7]([O:22][CH2:23][CH2:24][CH2:25][CH2:26][CH2:27][CH2:28][CH2:29][CH2:30][CH2:31][CH3:32])[CH:6]=1.[OH-].[Na+]>CO>[CH2:12]([O:11][C:9]1[CH:10]=[C:5]([C:4](=[O:33])[C:3]([OH:34])=[O:2])[CH:6]=[C:7]([O:22][CH2:23][CH2:24][CH2:25][CH2:26][CH2:27][CH2:28][CH2:29][CH2:30][CH2:31][CH3:32])[CH:8]=1)[CH2:13][CH2:14][CH2:15][CH2:16][CH2:17][CH2:18][CH2:19][CH2:20][CH3:21] |f:1.2|. Procedure: To 2.7 g (5.7 mmol) of 3,5-bis(decyloxy)-alpha-oxobenzeneacetic acid methyl ester in 400 ml of hot methanol was added 6.2 ml (6.2 mmol) of 1.0N NaOH and the solution was stirred at reflux for 5 minutes. The solvent was removed at reduced pressure, water and 10 ml of 1N HCl were added to the residue and the product was extracted with ethyl acetate. The dried extract was concentrated to give 2.55 g (97% yield) of 3,5-bis(decyloxy)-alpha-oxobenzeneacetic acid as a waxy solid.